This data is from the Open Reaction Database (ORD), a public repository of structured organic reaction records. The task is: describe an organic reaction: reactants, conditions, products, and yield The reactants are NC=1SC=C(N1)CC(=O)OCC (ethyl 2-amino-4-thiazolylacetate), BrC=1C=C(SC1Cl)S(=O)(=O)Cl (4-bromo-5-chlorothiophene-2-sulfonyl chloride). Product: BrC=1C=C(SC1Cl)S(=O)(=O)NC=1SC=C(N1)CC(=O)OCC (Ethyl (2-{[(4-bromo-5-chloro-2-thienyl)sulfonyl]amino}-1,3-thiazol-4-yl)acetate), solid. As a reaction SMILES: [NH2:1][C:2]1[S:3][CH:4]=[C:5]([CH2:7][C:8]([O:10][CH2:11][CH3:12])=[O:9])[N:6]=1.[Br:13][C:14]1[CH:15]=[C:16]([S:20](Cl)(=[O:22])=[O:21])[S:17][C:18]=1[Cl:19]>>[Br:13][C:14]1[CH:15]=[C:16]([S:20]([NH:1][C:2]2[S:3][CH:4]=[C:5]([CH2:7][C:8]([O:10][CH2:11][CH3:12])=[O:9])[N:6]=2)(=[O:22])=[O:21])[S:17][C:18]=1[Cl:19]. Reported procedure: The title compound was prepared from ethyl 2-amino-4-thiazolylacetate and 4-bromo-5-chlorothiophene-2-sulfonyl chloride as described in the synthetic METHOD B to give a white-yellow solid (40.9 mg) with purity >90%. MS pos) m/z 445.0, 447.0. Reactants: CCc1cccc(C(O)c2nc(-c3ccccc3)nn2C)c1, Cn1cnc(-c2ccccc2)n1, CCc1cc(C=O)c(F)cc1Cl. Yields the product CCc1cc(C(O)c2nc(-c3ccccc3)nn2C)c(F)cc1Cl. Reaction SMILES: [CH2:1]([c:2]1[cH:3][c:4]([CH:5]([c:6]2[n:7]([CH3:8])[n:9][c:10](-[c:11]3[cH:12][cH:13][cH:14][cH:15][cH:16]3)[n:17]2)[OH:18])[cH:19][cH:20][cH:21]1)[CH3:22].[CH3:23][n:24]1[n:25][c:26](-[c:29]2[cH:30][cH:31][cH:32][cH:33][cH:34]2)[n:27][cH:28]1.[Cl:35][c:36]1[cH:37][c:38]([F:46])[c:39]([CH:40]=[O:41])[cH:42][c:43]1[CH2:44][CH3:45]>>[CH3:23][n:24]1[n:25][c:26](-[c:29]2[cH:30][cH:31][cH:32][cH:33][cH:34]2)[n:27][c:28]1[CH:40]([c:39]1[c:38]([F:46])[cH:37][c:36]([Cl:35])[c:43]([CH2:44][CH3:45])[cH:42]1)[OH:41].